This data is from the Open Reaction Database (ORD), a public repository of structured organic reaction records. The task is: describe an organic reaction: reactants, conditions, products, and yield Reactants: N1=C(C=CC=C1)OCCNC(OC(C)(C)C)=O (tert-Butyl 2-(pyridin-2-yloxy)ethylcarbamate), Cl (hydrogen chloride). Run in O1CCOCC1 (1,4-dioxane). Product: Cl.Cl.N1=C(C=CC=C1)OCCN (2-(pyridin-2-yloxy)ethanamine dihydrochloride). Isolated yield 96.8%. RXN SMILES: [N:1]1[CH:6]=[CH:5][CH:4]=[CH:3][C:2]=1[O:7][CH2:8][CH2:9][NH:10]C(=O)OC(C)(C)C.[ClH:18]>O1CCOCC1>[ClH:18].[ClH:18].[N:1]1[CH:6]=[CH:5][CH:4]=[CH:3][C:2]=1[O:7][CH2:8][CH2:9][NH2:10] |f:3.4.5|. Reported procedure: tert-Butyl 2-(pyridin-2-yloxy)ethylcarbamate (0.353 g) was treated with 4M of hydrogen chloride in 1,4-dioxane (0.6 mL) at RT for 1 h. The solvent was evaporated under reduced pressure. The residue was washed with ether, and dried to give the desired product (0.30 g, 96.8%). The reactants are O=C(O)C1(c2ccccc2)CC1, CC(=O)c1ccc(N)cc1. Reagents/catalysts: C1CCC(CC1)N=C=NC2CCCCC2 (DCC). Solvent: CN(C)C=O (DMF), CN(C)C=O (DMF), CN(C)C=O (DMF), CN(C)C=O (DMF), CN(C)C=O (DMF), CN(C)C=O (DMF). Reaction conditions: temperature 25 celsius, time 2 hour. The product is CC(=O)c1ccc(NC(=O)C2(c3ccccc3)CC2)cc1. Isolated yield 0.1%. As a reaction SMILES: CC(=O)c1ccc(N)cc1.O=C(O)C1(c2ccccc2)CC1.C1CCC(CC1)N=C=NC2CCCCC2.CN(C)C=O>>CC(=O)c1ccc(NC(=O)C2(c3ccccc3)CC2)cc1. Starting materials: N1=CNC2=C1C=CC=C2 (Benzimidazole), C([O-])([O-])=O.[K+].[K+] (potassium carbonate), ClCC(=O)N1CCN(CC1)C1=CC=C(C=C1)Cl (2-Chloro-1-[4-(4-chloro-phenyl)-piperazin-1-yl]-ethanone). Run in CN(C)C=O (DMF), CN(C)C=O (DMF). Reaction conditions: time 1 hour. Product: N1(C=NC2=C1C=CC=C2)CC(=O)N2CCN(CC2)C2=CC=C(C=C2)Cl (2-Benzoimidazol-1-yl-1-[4-(4-chloro-phenyl)-piperazin-1-yl]-ethanone). Reaction SMILES: [N:1]1[C:5]2[CH:6]=[CH:7][CH:8]=[CH:9][C:4]=2[NH:3][CH:2]=1.C(=O)([O-])[O-].[K+].[K+].Cl[CH2:17][C:18]([N:20]1[CH2:25][CH2:24][N:23]([C:26]2[CH:31]=[CH:30][C:29]([Cl:32])=[CH:28][CH:27]=2)[CH2:22][CH2:21]1)=[O:19]>CN(C=O)C>[N:1]1([CH2:17][C:18]([N:20]2[CH2:21][CH2:22][N:23]([C:26]3[CH:31]=[CH:30][C:29]([Cl:32])=[CH:28][CH:27]=3)[CH2:24][CH2:25]2)=[O:19])[C:5]2[CH:6]=[CH:7][CH:8]=[CH:9][C:4]=2[N:3]=[CH:2]1 |f:1.2.3|. Procedure details: Benzimidazole (0.785 g, 0.7 mmol) was taken in dry DMF (15 ml) and dry potassium carbonate (340 mg) and KI (20 mg) was added to it and the reaction mixture stirred at room temperature for 1 h under nitrogen. 2-Chloro-1-[4-(4-chloro-phenyl)-piperazin-1-yl]-ethanone (200 mg, 1.1 mmol) in DMF (5 ml) was then added to the mixture through a syringe. The reaction was then heated at 140° C. for 14 h, cooled and then quenched with water and extracted with ethyl acetate. Drying of the organic layer with ...